From a dataset of the Open Reaction Database (ORD), a public repository of structured organic reaction records. describe an organic reaction: reactants, conditions, products, and yield Reactants: CC([O-])=S, CS(=O)(=O)OC1CC(=O)N(Cc2ccc(Cc3ccccc3)cc2)C1, [K+]. Product: CC(=O)SC1CC(=O)N(Cc2ccc(Cc3ccccc3)cc2)C1. Reaction SMILES: [C:26]([CH3:27])(=[S:28])[O-:29].[CH3:1][S:2]([O:3][CH:6]1[CH2:7][C:8](=[O:25])[N:9]([CH2:11][c:12]2[cH:13][cH:14][c:15]([CH2:18][c:19]3[cH:20][cH:21][cH:22][cH:23][cH:24]3)[cH:16][cH:17]2)[CH2:10]1)(=[O:4])=[O:5].[K+:30]>>[CH:6]1([S:28][C:26]([CH3:27])=[O:29])[CH2:7][C:8](=[O:25])[N:9]([CH2:11][c:12]2[cH:13][cH:14][c:15]([CH2:18][c:19]3[cH:20][cH:21][cH:22][cH:23][cH:24]3)[cH:16][cH:17]2)[CH2:10]1. Reactants: ClC=1C=C(C=CC1OC(C)C)B1OC(C(O1)(C)C)(C)C (2-{3-chloro-4-[(1-methylethyl)oxy]phenyl}-4,4,5,5-tetramethyl-1,3,2-dioxaborolane), BrC=1SC=CN1 (2-bromo-1,3-thiazole), C(=O)([O-])[O-].[Cs+].[Cs+] (Cs2CO3), O (water). Reagents/catalysts: C1=CC=C(C=C1)P([C-]2C=CC=C2)C3=CC=CC=C3.C1=CC=C(C=C1)P([C-]2C=CC=C2)C3=CC=CC=C3.Cl[Pd]Cl.[Fe+2].C(Cl)Cl (PdCl2(dppf) CH2Cl2). Run in COCCOC (1,2-dimethoxyethane). The product is ClC=1C=C(C=CC1OC(C)C)C=1SC=CN1 (2-{3-chloro-4-[(1-methylethyl)oxy]phenyl}-1,3-thiazole). Yield: 58.4%. Reaction SMILES: [Cl:1][C:2]1[CH:3]=[C:4](B2OC(C)(C)C(C)(C)O2)[CH:5]=[CH:6][C:7]=1[O:8][CH:9]([CH3:11])[CH3:10].Br[C:22]1[S:23][CH:24]=[CH:25][N:26]=1.C([O-])([O-])=O.[Cs+].[Cs+].O>COCCOC.C1C=CC(P(C2C=CC=CC=2)[C-]2C=CC=C2)=CC=1.C1C=CC(P(C2C=CC=CC=2)[C-]2C=CC=C2)=CC=1.Cl[Pd]Cl.[Fe+2].C(Cl)Cl>[Cl:1][C:2]1[CH:3]=[C:4]([C:22]2[S:23][CH:24]=[CH:25][N:26]=2)[CH:5]=[CH:6][C:7]=1[O:8][CH:9]([CH3:10])[CH3:11] |f:2.3.4,7.8.9.10.11|. Reported procedure: To a suspension of 2-{3-chloro-4-[(1-methylethyl)oxy]phenyl}-4,4,5,5-tetramethyl-1,3,2-dioxaborolane (D69) (3 g), 2-bromo-1,3-thiazole (1.659 g) and Cs2CO3 (3.95 g) in 1,2-dimethoxyethane (DME) (40 mL)/water (10 mL) stirred under nitrogen at room temperature was added PdCl2(dppf)-CH2Cl2 adduct (661 mg) in one charge. The reaction vessel was sealed and heated under microwave at 120° C. for 2 h. After cooling the reaction, the reaction mixture was filtered and the filtrate was partitioned between ... Reactants: C(C)(=O)O\C(=C(/C(=O)OC)\OC(C)=O)\C(=O)OC (Dimethyl diacetoxyfumarate), NC=1NC=CN1 (2-amino imidazole), C1(=CC=C(C=C1)S(=O)(=O)O)C (p-toluenesulphonic acid), C(C)(=O)OCC (ethyl acetate). The solvent is CO (methanol). Conditions: time 6 hour. Product: COC(=O)C=1N=C2N(C(C1O)=O)C=CN2 (6-hydroxy-5-oxo-1,5-dihydro-imidazo[1,2-a]pyrimidine-7-carboxylic acid methyl ester). The yield is 41.0%. As a reaction SMILES: C(O/[C:5](/[C:15]([O:17][CH3:18])=[O:16])=[C:6](/[O:11]C(=O)C)\[C:7]([O:9]C)=O)(=O)C.[NH2:19][C:20]1[NH:21][CH:22]=[CH:23][N:24]=1.C1(C)C=CC(S(O)(=O)=O)=CC=1.C(OCC)(=O)C>CO>[CH3:18][O:17][C:15]([C:5]1[N:19]=[C:20]2[NH:24][CH:23]=[CH:22][N:21]2[C:7](=[O:9])[C:6]=1[OH:11])=[O:16]. Reported procedure: Dimethyl diacetoxyfumarate (3.2 g, 12 mmol), 2-amino imidazole (1.03 g, 12 mmol) and p-toluenesulphonic acid (395 mg, 2.0 mmol were mixed in a 25 mL flask and immersed in a preheated oil bath (120° C.). After 6 h, the reaction mixture was cooled to room temperature and ethyl acetate (10 mL) and methanol (0.6 mL) were added to the residue and the mixture was sonicated for 2 min. The resulting precipitate was collected by filtration, washed with cold ethyl acetate (1 mL) and dried on the pump to g...